Dataset: the Open Reaction Database (ORD), a public repository of structured organic reaction records. Task: describe an organic reaction: reactants, conditions, products, and yield Starting materials: ClC=1N=C(C2=C(N1)C(=NC=N2)N2CCS(CC2)=O)N2CCS(CC2)=O (2-chloro-4,8-bis-(1-oxido-thiomorpholino)-pyrimido-[5,4-d]-pyrimidine), N1CCNCC1 (piperazine). The product is N1(CCNCC1)C=1N=C(C2=C(N1)C(=NC=N2)N2CCS(CC2)=O)N2CCS(CC2)=O (2-Piperazino-4,8-bis-(1-oxido-thiomorpholino)-pyrimido-[5,4-d]-pyrimidine). RXN SMILES: Cl[C:2]1[N:3]=[C:4]([N:19]2[CH2:24][CH2:23][S:22](=[O:25])[CH2:21][CH2:20]2)[C:5]2[N:11]=[CH:10][N:9]=[C:8]([N:12]3[CH2:17][CH2:16][S:15](=[O:18])[CH2:14][CH2:13]3)[C:6]=2[N:7]=1.[NH:26]1[CH2:31][CH2:30][NH:29][CH2:28][CH2:27]1>>[N:26]1([C:2]2[N:3]=[C:4]([N:19]3[CH2:20][CH2:21][S:22](=[O:25])[CH2:23][CH2:24]3)[C:5]3[N:11]=[CH:10][N:9]=[C:8]([N:12]4[CH2:17][CH2:16][S:15](=[O:18])[CH2:14][CH2:13]4)[C:6]=3[N:7]=2)[CH2:31][CH2:30][NH:29][CH2:28][CH2:27]1. Procedure details: This compound was prepared analogous to Example 118 from 2-chloro-4,8-bis-(1-oxido-thiomorpholino)-pyrimido-[5,4-d]-pyrimidine (m.p.: 295°-297° C.) and piperazine. Reported procedure: The fourth method is the only method relevant to this invention. The other methods and their short-comings in the preparation of cumyl peroxide are thoroughly discussed in U.S. Pat. No. 4,133,835 (Bafford). This invention is essentially an improvement over Bafford's process as taught in U.S. Pat. No. 4,133,835. Prior art pertaining to the fourth method above is: Kato et. al. (Auslegeschrift No. 2,035,127) published a process for preparing t-cumyl type peroxides by reacting a tertiary hydroperoxi... The solvent is C(C)(C)(C)O (t-butyl alcohol). Reactants: Cl (HCl), [O-]O.C1(=CC=CC=C1)C(C)C (cumene hydroperoxide), t-cumyl chloride, t-cumyl chloride, aralkyl hydroperoxide. Reaction SMILES: Cl.[O-:2][OH:3].[C:4]1([CH:10]([CH3:12])[CH3:11])[CH:9]=[CH:8][CH:7]=[CH:6][CH:5]=1>C(O)(C)(C)C>[C:10]([O:2][O:3][C:10]([C:4]1[CH:9]=[CH:8][CH:7]=[CH:6][CH:5]=1)([CH3:12])[CH3:11])([C:4]1[CH:9]=[CH:8][CH:7]=[CH:6][CH:5]=1)([CH3:12])[CH3:11] |f:1.2|. Isolated yield 36.0%. The product is C(C)(C)(C1=CC=CC=C1)OOC(C)(C)C1=CC=CC=C1 (dicumyl peroxide). Reactants: [H-].[Na+] (sodium hydride), ClCC(=O)N1CCCCC1 (2-chloro-1-(piperidin-1-yl)ethanone), CC1=CC2=C(NC3=C2CN2CCCC2C3)N=C1 (3-methyl-7,8,9,9a,10,11-hexahydro-5H-pyrido[3′,2′:4,5]pyrrolo[3,2-f]indolizine). The solvent is CN(C)C=O (DMF), O (water), CN(C)C=O (DMF), CN(C)C=O (DMF). Run at time 5 minute. The product is CC1=CC2=C(N(C3=C2CN2CCCC2C3)CC(=O)N3CCCCC3)N=C1 (2-(3-methyl-8,9,9a,10-tetrahydro-5H-pyrido[3′,2′:4,5]pyrrolo[3,2-f]indolizin-11(7H)-yl)-1-(piperidin-1-yl)ethanone). RXN SMILES: [CH3:1][C:2]1[CH:17]=[N:16][C:5]2[NH:6][C:7]3[CH2:15][CH:14]4[N:10]([CH2:11][CH2:12][CH2:13]4)[CH2:9][C:8]=3[C:4]=2[CH:3]=1.[H-].[Na+].Cl[CH2:21][C:22]([N:24]1[CH2:29][CH2:28][CH2:27][CH2:26][CH2:25]1)=[O:23]>CN(C=O)C.O>[CH3:1][C:2]1[CH:17]=[N:16][C:5]2[N:6]([CH2:21][C:22]([N:24]3[CH2:29][CH2:28][CH2:27][CH2:26][CH2:25]3)=[O:23])[C:7]3[CH2:15][CH:14]4[N:10]([CH2:11][CH2:12][CH2:13]4)[CH2:9][C:8]=3[C:4]=2[CH:3]=1 |f:1.2|. Procedure: To a solution of 3-methyl-7,8,9,9a,10,11-hexahydro-5H-pyrido[3′,2′:4,5]pyrrolo[3,2-f]indolizine (100 mg, 0.440 mmol) in DMF (1 mL) was added a suspension of sodium hydride (52 mg, 1.32 mmol) in DMF (1 mL). After stirring for 5 min at RT, a solution of 2-chloro-1-(piperidin-1-yl)ethanone (142 mg, 0.881 mmol) in DMF (1 mL) was added to the reaction mixture, and stirring continued for 2 h. The reaction mixture was diluted with water and extracted with EtOAc. The organic layer was washed with water,... Starting materials: CC(=C)C(=O)NCCCN(C)C (DMAPMA), ClC=CCCCCCCCCCC (chlorododecene). Reagents/catalysts: S(O)(O)(=O)=O (sulfuric acid). Run in O (water). Conditions: temperature 95 celsius, time 24 hour. Product: [Cl-].C(C(=C)C)(=O)NCCC[N+](C)(C)CCCCCCCCCCCC (Methacryloylaminopropyl Lauryl-Dimethyl Ammonium Chloride). As a reaction SMILES: [CH3:1][C:2]([C:4]([NH:6][CH2:7][CH2:8][CH2:9][N:10]([CH3:12])[CH3:11])=[O:5])=[CH2:3].[Cl:13][CH:14]=[CH:15][CH2:16][CH2:17][CH2:18][CH2:19][CH2:20][CH2:21][CH2:22][CH2:23][CH2:24][CH3:25]>S(=O)(=O)(O)O.O>[Cl-:13].[C:4]([NH:6][CH2:7][CH2:8][CH2:9][N+:10]([CH2:25][CH2:24][CH2:23][CH2:22][CH2:21][CH2:20][CH2:19][CH2:18][CH2:17][CH2:16][CH2:15][CH3:14])([CH3:12])[CH3:11])(=[O:5])[C:2]([CH3:1])=[CH2:3] |f:4.5|. Reported procedure: A mixture of 350 g of DMAPMA and 280 g of chlorododecene (1.5:1) was stirred with 111.2 g of water (15%) and 6 drops of concentrated sulfuric acid. The reaction mixture was heated up to 95° C. and air was bubbled through it. The conversion was followed by chloride titration. After 24 hours the reaction was completed and the mixture was cooled off. The product is water miscible and is a mixture of 15.0% water; 69.1% MAPLDMAC and 15.9% DMAPMA. It was further used in polymerization without purifica...